Dataset: the Open Reaction Database (ORD), a public repository of structured organic reaction records. Task: describe an organic reaction: reactants, conditions, products, and yield Starting materials: C(C1=CC=CC=C1)OC(C[C@H](NC(=O)OC(C)(C)C)C(=O)O)=O (N-(t-butoxycarbonyl)-L-aspartic acid 4-benzyl ester), C(C1=CC=CC=C1)OC([C@@H](N)CC1=CC=CC=C1)=O (3-phenyl-L-alanine benzyl ester). Product: C(C1=CC=CC=C1)OC([C@@H](NC([C@@H](NC(=O)OC(C)(C)C)CC(=O)OCC1=CC=CC=C1)=O)CC1=CC=CC=C1)=O (N-[3-[(benzyloxy)carbonyl]-N-(t-butoxycarbonyl)-L-alanyl]-3-phenyl-L-alanine benzyl ester). Reaction SMILES: [CH2:1]([O:8][C:9](=[O:23])[CH2:10][C@@H:11]([C:20]([OH:22])=O)[NH:12][C:13]([O:15][C:16]([CH3:19])([CH3:18])[CH3:17])=[O:14])[C:2]1[CH:7]=[CH:6][CH:5]=[CH:4][CH:3]=1.[CH2:24]([O:31][C:32](=[O:42])[C@H:33]([CH2:35][C:36]1[CH:41]=[CH:40][CH:39]=[CH:38][CH:37]=1)[NH2:34])[C:25]1[CH:30]=[CH:29][CH:28]=[CH:27][CH:26]=1>>[CH2:24]([O:31][C:32](=[O:42])[C@H:33]([CH2:35][C:36]1[CH:41]=[CH:40][CH:39]=[CH:38][CH:37]=1)[NH:34][C:20](=[O:22])[C@H:11]([CH2:10][C:9]([O:8][CH2:1][C:2]1[CH:3]=[CH:4][CH:5]=[CH:6][CH:7]=1)=[O:23])[NH:12][C:13]([O:15][C:16]([CH3:17])([CH3:18])[CH3:19])=[O:14])[C:25]1[CH:26]=[CH:27][CH:28]=[CH:29][CH:30]=1. Reported procedure: N-(t-butoxycarbonyl)-L-aspartic acid 4-benzyl ester was coupled with 3-phenyl-L-alanine benzyl ester to give N-[3-[(benzyloxy)carbonyl]-N-(t-butoxycarbonyl)-L-alanyl]-3-phenyl-L-alanine benzyl ester, m.p. 93°-94° C. Starting materials: C1(CCCC1)/C=C/C(=O)O ((2E)-3-cyclopentylacrylic acid), C(C(=O)Cl)(=O)Cl (oxalyl chloride). Run in C(Cl)Cl (DCM). Reaction conditions: temperature 0 celsius, time 40 minute. Product: C1(CCCC1)/C=C/C(=O)Cl ((2E)-3-cyclopentylacryloyl chloride). As a reaction SMILES: [CH:1]1(/[CH:6]=[CH:7]/[C:8]([OH:10])=O)[CH2:5][CH2:4][CH2:3][CH2:2]1.C(Cl)(=O)C([Cl:14])=O>C(Cl)Cl>[CH:1]1(/[CH:6]=[CH:7]/[C:8]([Cl:14])=[O:10])[CH2:5][CH2:4][CH2:3][CH2:2]1. Procedure details: To a solution of (2E)-3-cyclopentylacrylic acid (1.3 g, 9.3 mmol) in DCM (65 mL) at 0° C. was added oxalyl chloride (3.1 mL, 37 mmol), dropwise. The resulting solution was stirred at 0° C. for 40 minutes, then at room temperature for 2 hours. The volatiles were evaporated to afford (2E)-3-cyclopentylacryloyl chloride as a colorless liquid. A portion of this (2E)-3-cyclopentylacryloyl chloride (0.75 g, 4.7 mol) was dissolved in methanol (10 mL) and the resulting solution was stirred for 2 hours. ...